From a dataset of the Open Reaction Database (ORD), a public repository of structured organic reaction records. describe an organic reaction: reactants, conditions, products, and yield Reactants: C(C)OC1=C(C(=O)OCC)C=CC=C1 (Ethyl 2-ethoxybenzoate), O.NN (hydrazine hydrate), O.NN (hydrazine hydrate). The solvent is C(C)O (ethanol). The product is C(C)OC1=C(C(=O)NN)C=CC=C1 (2-ethoxybenzohydrazide). RXN SMILES: [CH2:1]([O:3][C:4]1[CH:14]=[CH:13][CH:12]=[CH:11][C:5]=1[C:6](OCC)=[O:7])[CH3:2].O.[NH2:16][NH2:17]>C(O)C>[CH2:1]([O:3][C:4]1[CH:14]=[CH:13][CH:12]=[CH:11][C:5]=1[C:6]([NH:16][NH2:17])=[O:7])[CH3:2] |f:1.2|. Procedure: Ethyl 2-ethoxybenzoate (100 g, 128.7 mmol) and hydrazine hydrate (100%, 25 ml, 128.7 mmol) are dissolved in 200 ml of ethanol and heated under reflux for 5 hours. A further 12.5 ml (64.3 mmol) of hydrazine hydrate are added and the reaction mixture is heated under reflux for a further 7 hours. For working up, the reaction mixture is extensively concentrated and then stirred with 300 ml of cyclohexane at room temperature. After cooling to 0° C., the crystals are filtered off with suction, washed ... The reactants are C1CCNC1, Cc1ccccc1, Cc1ccc(S(=O)(=O)OCCN=C2c3ccccc3CCc3ccccc32)cc1. The product is c1ccc2c(c1)CCc1ccccc1C2=NCCN1CCCC1. Reaction SMILES: [CH2:30]1[CH2:31][CH2:32][NH:33][CH2:34]1.[CH3:35][c:36]1[cH:37][cH:38][cH:39][cH:40][cH:41]1.[S:1]([O:2][CH2:12][CH2:13][N:14]=[C:15]1[c:16]2[c:17]([cH:26][cH:27][cH:28][cH:29]2)[CH2:18][CH2:19][c:20]2[c:21]1[cH:22][cH:23][cH:24][cH:25]2)([c:3]1[cH:4][cH:5][c:6]([CH3:7])[cH:8][cH:9]1)(=[O:10])=[O:11]>>[CH2:12]([CH2:13][N:14]=[C:15]1[c:16]2[c:17]([cH:26][cH:27][cH:28][cH:29]2)[CH2:18][CH2:19][c:20]2[c:21]1[cH:22][cH:23][cH:24][cH:25]2)[N:33]1[CH2:32][CH2:31][CH2:30][CH2:34]1.